This data is from the Open Reaction Database (ORD), a public repository of structured organic reaction records. The task is: describe an organic reaction: reactants, conditions, products, and yield Reactants: C(C)OCCC=1C=2N(C(=NC1C1=CC=CC=C1)N)N=CN2 (8-(2-ethoxyethyl)-7-phenyl-1,2,4-triazolo[2,3-c]pyrimidine-5-amine), B(Cl)(Cl)Cl (boron trichloride), O (water). Conditions: time 8 hour. The solvent is ClCCl (dichloromethane). RXN SMILES: C([O:3][CH2:4][CH2:5][C:6]1[C:7]2[N:8]([N:19]=[CH:20][N:21]=2)[C:9]([NH2:18])=[N:10][C:11]=1[C:12]1[CH:17]=[CH:16][CH:15]=[CH:14][CH:13]=1)C.B(Cl)(Cl)Cl.O>ClCCl>[OH:3][CH2:4][CH2:5][C:6]1[C:7]2[N:8]([N:19]=[CH:20][N:21]=2)[C:9]([NH2:18])=[N:10][C:11]=1[C:12]1[CH:17]=[CH:16][CH:15]=[CH:14][CH:13]=1. Reported procedure: To a solution of 28.8 g (0.1 mole) of 8-(2-ethoxyethyl)-7-phenyl-1,2,4-triazolo[2,3-c]pyrimidine-5-amine was added 200 ml of 1 N boron trichloride in dichloromethane. The mixture was then stirred at room temperature overnight, after which 500 ml of water was added. After three hours, the resultant precipitate was collected by filtration. The aqueous phase of the filtrate was separated and neutralized with aqueous sodium carbonate, giving a second precipitate. The combined solids were purified by... Product: OCCC=1C=2N(C(=NC1C1=CC=CC=C1)N)N=CN2 (8-(2-hydroxyethyl)-7-phenyl-1,2,4-triazolo[2,3-c]pyrimidine-5-amine). The reactants are CC1=CC=C(C(=O)Cl)C=C1 (4-methylbenzoylchloride), Cl (hydrochloric acid), 80C, OC1=C(C(C(=O)O)=CC=C1)N (3-hydroxyanthranilic acid), N1=CC=CC=C1 (pyridine), CC=1C=CC(=CC1)S(=O)(=O)O (p-TsOH). The solvent is O (water), C(C)(=O)OCC (ethyl acetate), C1(=CC=CC=C1)C (toluene). Reaction conditions: time 30 minute. Product: C1(=CC=C(C=C1)C=1OC=2C(N1)=C(C=CC2)C(=O)O)C (2-p-tolylbenzo[d]oxazole-4-carboxylic acid). The yield is 59.2%. Reaction SMILES: [OH:1][C:2]1[CH:10]=[CH:9][CH:8]=[C:4]([C:5]([OH:7])=[O:6])[C:3]=1[NH2:11].[CH3:12][C:13]1[CH:21]=[CH:20][C:16]([C:17](Cl)=O)=[CH:15][CH:14]=1.N1C=CC=CC=1.Cl.CC1C=CC(S(O)(=O)=O)=CC=1>C1(C)C=CC=CC=1.O.C(OCC)(=O)C>[C:13]1([CH3:12])[CH:21]=[CH:20][C:16]([C:17]2[O:1][C:2]3[C:3](=[C:4]([C:5]([OH:7])=[O:6])[CH:8]=[CH:9][CH:10]=3)[N:11]=2)=[CH:15][CH:14]=1. Procedure details: To a suspension of 3-hydroxyanthranilic acid (0.153 g, 1 mmol) in toluene (10 mL) was added 4-methylbenzoylchloride (0.464 g, 3 mmol) followed by pyridine (0.275 g, 3.5 mmol) at room temperature. The resulting mixture was stirred at room temperature for 30 minutes then heated to 80C for 1 hr. After this time the reaction was cooled and poured into a mixture of ethyl acetate (50 mL) and 5% aqueous hydrochloric acid (20 mL). Subsequent separation of the layers, drying the organic over MgSO4 and fi... Reactants: [Li]CCCC (n-BuLi), BrC1=CC(=C(C=C1)I)F (4-bromo-2-fluoro-1-iodobenzene), C(CC)C1CCC(CC1)=O (4-propylcyclohexanone). Run in C1CCOC1 (THF). Reaction conditions: temperature -70 celsius, time 1 hour. Yields the product BrC1=CC(=C(C=C1)C1(CCC(CC1)CCC)O)F (1-(4-bromo-2-fluorophenyl)-4-propylcyclohexanol). Yield: 80.3%. RXN SMILES: [Li]CCCC.[Br:6][C:7]1[CH:12]=[CH:11][C:10](I)=[C:9]([F:14])[CH:8]=1.[CH2:15]([CH:18]1[CH2:23][CH2:22][C:21](=[O:24])[CH2:20][CH2:19]1)[CH2:16][CH3:17]>C1COCC1>[Br:6][C:7]1[CH:12]=[CH:11][C:10]([C:21]2([OH:24])[CH2:22][CH2:23][CH:18]([CH2:15][CH2:16][CH3:17])[CH2:19][CH2:20]2)=[C:9]([F:14])[CH:8]=1. Procedure: Under a nitrogen atmosphere, n-BuLi (108.0 mL, 174.0 mmol) was slowly added dropwise, at −70° C. or lower, to a THF (300 mL) solution of 4-bromo-2-fluoro-1-iodobenzene (67) (50.0 g, 166.0 mmol). The reaction mixture was agitated at −70° C. or lower for 1 hour, and then 4-propylcyclohexanone (66) (24.5 g, 174.0 mmol) was slowly added dropwise thereto. The reaction mixture was returned to room temperature, and then quenched with 200 mL of 1N hydrochloric acid aqueous solution, and extracted with 1... Starting materials: O (water), [Si](C)(C)(C(C)(C)C)OCC(OC(C=CC=CC=CC=CC=CC=CCCCCCCCCC)=O)COCCCCCCCCCCCCCCCC ((±)-1-O-(tert-Butyldimethylsilyl)-2-O-docosahexaenoyl-3-O-hexadecylglycerol), C(C)(=O)O (acetic acid), CCCC[N+](CCCC)(CCCC)CCCC.[F-] (TBAF), ice water. The solvent is C1CCOC1 (THF). Conditions: time 48 hour. Yields the product C(\C=C/C=CC=CC=CC=CC=CCCCCCCCCC)(=O)OC(COCCCCCCCCCCCCCCCC)CO (cis-(±)-2-O-Docosahexaenoyl-1-O-hexadecylglycerol). Isolated yield 47.7%. Reaction SMILES: [Si]([O:8][CH2:9][CH:10]([CH2:35][O:36][CH2:37][CH2:38][CH2:39][CH2:40][CH2:41][CH2:42][CH2:43][CH2:44][CH2:45][CH2:46][CH2:47][CH2:48][CH2:49][CH2:50][CH2:51][CH3:52])[O:11][C:12](=[O:34])[CH:13]=[CH:14][CH:15]=[CH:16][CH:17]=[CH:18][CH:19]=[CH:20][CH:21]=[CH:22][CH:23]=[CH:24][CH2:25][CH2:26][CH2:27][CH2:28][CH2:29][CH2:30][CH2:31][CH2:32][CH3:33])(C(C)(C)C)(C)C.C(O)(=O)C.CCCC[N+](CCCC)(CCCC)CCCC.[F-].O>C1COCC1>[C:12]([O:11][CH:10]([CH2:9][OH:8])[CH2:35][O:36][CH2:37][CH2:38][CH2:39][CH2:40][CH2:41][CH2:42][CH2:43][CH2:44][CH2:45][CH2:46][CH2:47][CH2:48][CH2:49][CH2:50][CH2:51][CH3:52])(=[O:34])/[CH:13]=[CH:14]\[CH:15]=[CH:16][CH:17]=[CH:18][CH:19]=[CH:20][CH:21]=[CH:22][CH:23]=[CH:24][CH2:25][CH2:26][CH2:27][CH2:28][CH2:29][CH2:30][CH2:31][CH2:32][CH3:33] |f:2.3|. Procedure details: To a mixture of 4a (348.4 mg, 0.4704 mmol) and glacial acetic acid (120 μL) was added 1.0 M TBAF in 2 mL THF over a period of 15 min at 5-10° C. (ice-water bath) with constant stirring. The reaction mixture was stirred at RT for 48 hours. It was then poured into water (100 mL), extracted with diethyl ether (100 mL, 2×), washed successively with saturated aqueous NaHCO3 (100 mL) and water (100 mL), and dried over anhydrous Na2SO4. After removal of solvent, the crude product was chromatographed on...